This data is from the Open Reaction Database (ORD), a public repository of structured organic reaction records. The task is: describe an organic reaction: reactants, conditions, products, and yield Starting materials: [OH-].[K+] (KOH), [OH-].[K+] (KOH), C(CCCCCCC\C=C/CCCCCCCC)(=O)[O-] (oleate). Yields the product C(CCCCCCC\C=C/CCCCCCCC)(=O)[O-].[K+] (potassium oleate). As a reaction SMILES: [OH-].[K+:2].[C:3]([O-:22])(=[O:21])[CH2:4][CH2:5][CH2:6][CH2:7][CH2:8][CH2:9][CH2:10]/[CH:11]=[CH:12]\[CH2:13][CH2:14][CH2:15][CH2:16][CH2:17][CH2:18][CH2:19][CH3:20]>>[C:3]([O-:22])(=[O:21])[CH2:4][CH2:5][CH2:6][CH2:7][CH2:8][CH2:9][CH2:10]/[CH:11]=[CH:12]\[CH2:13][CH2:14][CH2:15][CH2:16][CH2:17][CH2:18][CH2:19][CH3:20].[K+:2] |f:0.1,3.4|. Procedure: Separately, 60 grams of oleic acid were mixed with 30 grams of calcium stearate and melted at about 230° F. until a clear liquid was obtained (the oleate lowers the effective melting point). After melting, an additional 240 ml of the 5% KOH solution were added slowly so that the temperature of the mixture was about 200° F. The KOH reacted with the oleic acid to form the acid salt, potassium oleate (KOl). The amount of KOH added at this stage was not sufficient to achieve full neutralization of t... The reactants are Title compound 11A, NC1=CC=C(C=C1)N1N=CC=2C1=NC=NC2N (1-(4-amino-phenyl)-1H-pyrazolo[3,4-d]pyrimidin-4-ylamine), C(CCC)(=O)O (butyric acid), Cl.CN(CCCN=C=NCC)C (1-(3-dimethylaminopropyl)-3-ethylcarbodiimide hydrochloride), ON1N=NC2=C1C=CC=C2 (1-hydroxybenzotriazole). Run in CN(C)C=O (DMF), CO (methanol). Reaction conditions: time 10 minute. Product: NC1=C2C(=NC=N1)N(N=C2)C2=CC=C(C=C2)C(C(=O)N)CC ([4-(4-Amino-pyrazolo[3,4-d]pyrimidin-1-yl)-phenyl]-butyramide). Isolated yield 19.3%. As a reaction SMILES: N[C:2]1[CH:7]=[CH:6][C:5]([N:8]2[C:12]3=[N:13][CH:14]=[N:15][C:16]([NH2:17])=[C:11]3[CH:10]=[N:9]2)=[CH:4][CH:3]=1.[C:18]([OH:23])(=O)[CH2:19][CH2:20][CH3:21].Cl.C[N:26](C)CCCN=C=NCC.ON1C2C=CC=CC=2N=N1>CN(C=O)C.CO>[NH2:17][C:16]1[N:15]=[CH:14][N:13]=[C:12]2[N:8]([C:5]3[CH:6]=[CH:7][C:2]([CH:19]([CH2:20][CH3:21])[C:18]([NH2:26])=[O:23])=[CH:3][CH:4]=3)[N:9]=[CH:10][C:11]=12 |f:2.3|. Procedure details: Title compound 11A, 1-(4-amino-phenyl)-1H-pyrazolo[3,4-d]pyrimidin-4-ylamine (38 mg, 1.1 eq, 0.17 mmol) was added to a solution of butyric acid (13 mg, 1.0 eq, 0.15 mmol), 1-(3-dimethylaminopropyl)-3-ethylcarbodiimide hydrochloride (26 mg, 1.1 eq, 0.17 mmol), 1-hydroxybenzotriazole (21 mg, 1.0 eq, 0.15 mmol) in DMF (1 ml) which had been stirred for 10 minutes under an inert atmosphere. The reaction was stirred at room temperature for 18 hours, after which methanol (1 ml) was added and the solven... Yields the product COCCCOC1CCN(C(=O)OC(C)(C)C)CC1. Reactants: CC(C)(C)OC(=O)N1CCC(OCCCOS(C)(=O)=O)CC1, CO, C[O-], CO, [Na+]. Reaction SMILES: [CH3:1][S:2](=[O:3])(=[O:4])[O:5][CH2:6][CH2:7][CH2:8][O:9][CH:10]1[CH2:11][CH2:12][N:13]([C:16](=[O:17])[O:18][C:19]([CH3:20])([CH3:21])[CH3:22])[CH2:14][CH2:15]1.[CH3:23][OH:24].[CH3:25][O-:26].[CH3:28][OH:29].[Na+:27]>>[O:5]([CH2:6][CH2:7][CH2:8][O:9][CH:10]1[CH2:11][CH2:12][N:13]([C:16](=[O:17])[O:18][C:19]([CH3:20])([CH3:21])[CH3:22])[CH2:14][CH2:15]1)[CH3:23]. Starting materials: FC1=C2CCCC(C2=CC=C1)=CC(=O)OCC (Ethyl (5-fluoro-3,4-dihydro-2H-naphthalen-1-ylidene)acetate). The reagents and catalysts are [C].[Pd] (palladium carbon). The solvent is C(C)O (ethanol). The product is FC1=C2CCCC(C2=CC=C1)CC(=O)OCC (ethyl (5-fluoro-1,2,3,4-tetrahydronaphthalen-1-yl)acetate). Reaction SMILES: [F:1][C:2]1[CH:11]=[CH:10][CH:9]=[C:8]2[C:3]=1[CH2:4][CH2:5][CH2:6][C:7]2=[CH:12][C:13]([O:15][CH2:16][CH3:17])=[O:14]>[C].[Pd].C(O)C>[F:1][C:2]1[CH:11]=[CH:10][CH:9]=[C:8]2[C:3]=1[CH2:4][CH2:5][CH2:6][CH:7]2[CH2:12][C:13]([O:15][CH2:16][CH3:17])=[O:14] |f:1.2|. Procedure details: Ethyl (5-fluoro-3,4-dihydro-2H-naphthalen-1-ylidene)acetate, 10% palladium carbon catalyst (3 g) and ethanol (150 ml) were stirred under a hydrogen atmosphere for 4 hr. The reaction mixture was filtered through celite, and concentrated to give ethyl (5-fluoro-1,2,3,4-tetrahydronaphthalen-1-yl)acetate. Starting materials: ClC1=C(C=C(C(=C1)B1OC(C(O1)(C)C)(C)C)OC)C=1C=NNC1 (4-(2-chloro-5-methoxy-4-(4,4,5,5-tetramethyl-1,3,2-dioxaborolan-2-yl)phenyl)-1H-pyrazole), ClC1=CC=C(N=N1)N(C1CC(NC(C1)(C)C)(C)C)C (6-chloro-N-methyl-N-(2,2,6,6-tetramethylpiperidin-4-yl)pyridazin-3-amine), Intermediate. Yields the product ClC=1C(=CC(=C(C1)C1=CC=C(N=N1)N(C1CC(NC(C1)(C)C)(C)C)C)OC)C=1C=NNC1 (6-(5-chloro-2-methoxy-4-(1H-pyrazol-4-yl)phenyl)-N-methyl-N-(2,2,6,6-tetramethylpiperidin-4-yl)pyridazin-3-amine). Yield: 86.7%. Reaction SMILES: [Cl:1][C:2]1[CH:7]=[C:6](B2OC(C)(C)C(C)(C)O2)[C:5]([O:17][CH3:18])=[CH:4][C:3]=1[C:19]1[CH:20]=[N:21][NH:22][CH:23]=1.Cl[C:25]1[N:30]=[N:29][C:28]([N:31]([CH3:42])[CH:32]2[CH2:37][C:36]([CH3:39])([CH3:38])[NH:35][C:34]([CH3:41])([CH3:40])[CH2:33]2)=[CH:27][CH:26]=1>>[Cl:1][C:2]1[C:3]([C:19]2[CH:23]=[N:22][NH:21][CH:20]=2)=[CH:4][C:5]([O:17][CH3:18])=[C:6]([C:25]2[N:30]=[N:29][C:28]([N:31]([CH3:42])[CH:32]3[CH2:37][C:36]([CH3:38])([CH3:39])[NH:35][C:34]([CH3:41])([CH3:40])[CH2:33]3)=[CH:27][CH:26]=2)[CH:7]=1. Procedure: Following standard GENERAL METHOD 1-4 for Suzuki coupling using 4-(2-chloro-5-methoxy-4-(4,4,5,5-tetramethyl-1,3,2-dioxaborolan-2-yl)phenyl)-1H-pyrazole (118 mg, 0.35 mmol) and 6-chloro-N-methyl-N-(2,2,6,6-tetramethylpiperidin-4-yl)pyridazin-3-amine (Intermediate 1-1,100 mg, 0.35 mmol) afforded 6-(5-chloro-2-methoxy-4-(1H-pyrazol-4-yl)phenyl)-N-methyl-N-(2,2,6,6-tetramethylpiperidin-4-yl)pyridazin-3-amine (138 mg) MS [M+H+]=455.0. Starting materials: [BH4-], CCO, [Na+], CC(=O)CCCCn1cnc2c1c(=O)n(C)c(=O)n2C. The product is CC(O)CCCCn1cnc2c1c(=O)n(C)c(=O)n2C. As a reaction SMILES: [BH4-:21].[CH3:23][CH2:24][OH:25].[Na+:22].[O:1]=[C:2]([CH2:3][CH2:4][CH2:5][CH2:6][n:7]1[cH:8][n:9][c:10]2[n:11]([CH3:19])[c:12](=[O:18])[n:13]([CH3:17])[c:14](=[O:16])[c:15]12)[CH3:20]>>[OH:1][CH:2]([CH2:3][CH2:4][CH2:5][CH2:6][n:7]1[cH:8][n:9][c:10]2[n:11]([CH3:19])[c:12](=[O:18])[n:13]([CH3:17])[c:14](=[O:16])[c:15]12)[CH3:20].